Dataset: the Open Reaction Database (ORD), a public repository of structured organic reaction records. Task: describe an organic reaction: reactants, conditions, products, and yield Starting materials: Fc1ccccc1Br, CC(C)[N-]C(C)C, CCOC(=O)C(F)(F)F, [Li+], C1CCOC1, O. The product is O=C(c1cccc(Br)c1F)C(F)(F)F. RXN SMILES: [Br:1][c:2]1[c:3]([F:8])[cH:4][cH:5][cH:6][cH:7]1.[CH:9]([N-:10][CH:11]([CH3:12])[CH3:13])([CH3:14])[CH3:15].[F:17][C:18]([C:19](=[O:20])[O:21][CH2:22][CH3:23])([F:24])[F:25].[Li+:16].[O:27]1[CH2:28][CH2:29][CH2:30][CH2:31]1.[OH2:26]>>[Br:1][c:2]1[c:3]([F:8])[c:4]([C:19]([C:18]([F:17])([F:24])[F:25])=[O:20])[cH:5][cH:6][cH:7]1.